From a dataset of the Open Reaction Database (ORD), a public repository of structured organic reaction records. describe an organic reaction: reactants, conditions, products, and yield Reaction SMILES: [CH2:1]([N:8]([CH2:10][C:11]1[CH:16]=[CH:15][CH:14]=[CH:13][CH:12]=1)[OH:9])[C:2]1[CH:7]=[CH:6][CH:5]=[CH:4][CH:3]=1.[CH2:17]=O.[CH:19]([NH:22][CH:23]([CH3:25])[CH3:24])([CH3:21])[CH3:20]>>[CH2:10]([N:8]([CH2:1][C:2]1[CH:3]=[CH:4][CH:5]=[CH:6][CH:7]=1)[O:9][CH2:17][N:22]([CH:23]([CH3:25])[CH3:24])[CH:19]([CH3:21])[CH3:20])[C:11]1[CH:16]=[CH:15][CH:14]=[CH:13][CH:12]=1. Procedure: The procedure of Example I is repeated using 21.33 g of dibenzylhydroxylamine, 9.73 g of aqueous formaldehyde (37%) solution and 10.12 g of diisopropylamine, to afford the title compound. The reactants are C(C1=CC=CC=C1)N(O)CC1=CC=CC=C1 (dibenzylhydroxylamine), C=O (formaldehyde), C(C)(C)NC(C)C (diisopropylamine). Yields the product C(C1=CC=CC=C1)N(OCN(C(C)C)C(C)C)CC1=CC=CC=C1 ([N,N-Dibenzylaminoxymethyl]diisopropylamine). The reactants are O=C1OC(CO)CN1c1cc(F)c(C2=CCN(Cc3ccccc3)CC2)c(F)c1, O=c1[nH]ncs1. Yields the product O=C1OC(Cn2ncsc2=O)CN1c1cc(F)c(C2=CCN(Cc3ccccc3)CC2)c(F)c1. RXN SMILES: [CH2:1]([c:2]1[cH:3][cH:4][cH:5][cH:6][cH:7]1)[N:8]1[CH2:9][CH:10]=[C:11]([c:14]2[c:15]([F:29])[cH:16][c:17]([N:21]3[C:22](=[O:28])[O:23][CH:24]([CH2:26][OH:27])[CH2:25]3)[cH:18][c:19]2[F:20])[CH2:12][CH2:13]1.[s:30]1[c:31](=[O:35])[nH:32][n:33][cH:34]1>>[CH2:1]([c:2]1[cH:3][cH:4][cH:5][cH:6][cH:7]1)[N:8]1[CH2:9][CH:10]=[C:11]([c:14]2[c:15]([F:29])[cH:16][c:17]([N:21]3[C:22](=[O:28])[O:23][CH:24]([CH2:26][n:32]4[c:31](=[O:35])[s:30][cH:34][n:33]4)[CH2:25]3)[cH:18][c:19]2[F:20])[CH2:12][CH2:13]1. The reactants are COC(=O)CN(C=O)c1coc2cc(NS(C)(=O)=O)c(Oc3ccccc3)cc2c1=O, Cl, [Na+], [OH-]. The product is CS(=O)(=O)Nc1cc2occ(N(C=O)CC(=O)O)c(=O)c2cc1Oc1ccccc1. Reaction SMILES: [CH3:1][S:2](=[O:3])(=[O:4])[NH:5][c:6]1[cH:7][c:8]2[c:9]([c:10](=[O:22])[c:11]([N:14]([CH2:15][C:16](=[O:17])[O:18][CH3:19])[CH:20]=[O:21])[cH:12][o:13]2)[cH:23][c:24]1[O:25][c:26]1[cH:27][cH:28][cH:29][cH:30][cH:31]1.[ClH:32].[Na+:34].[OH-:33]>>[CH3:1][S:2](=[O:3])(=[O:4])[NH:5][c:6]1[cH:7][c:8]2[c:9]([c:10](=[O:22])[c:11]([N:14]([CH2:15][C:16](=[O:17])[OH:18])[CH:20]=[O:21])[cH:12][o:13]2)[cH:23][c:24]1[O:25][c:26]1[cH:27][cH:28][cH:29][cH:30][cH:31]1. Reactants: BrCC(=O)C1=C2N=C(C(=NC2=CC=C1)C)NC(C)(C)C (2-bromo-1-(3-(tert-butylamino)-2-methylquinoxalin-5-yl)ethanone), C(C)(C)(C)OC(=O)NC1(CC1)C(CC(=O)OCC)=O (ethyl 3-(1-((tert-butoxycarbonyl)amino)cyclopropyl)-3-oxopropanoate), C(=O)([O-])[O-].[K+].[K+] (K2CO3). The solvent is C1CCOC1 (THF), CN(C)C=O (DMF), CCOC(=O)C (EtOAc). Run at time 18 hour. The product is C(C)(C)(C)OC(=O)NC1(CC1)C(=O)C(C(=O)OCC)CC(=O)C1=C2N=C(C(=NC2=CC=C1)C)NC(C)(C)C (ethyl 2-(1-((tert-butoxycarbonyl)amino)cyclopropanecarbonyl)-4-(3-(tert-butylamino)-2-methylquinoxalin-5-yl)-4-oxobutanoate), ( 324a ). Reaction SMILES: Br[CH2:2][C:3]([C:5]1[CH:14]=[CH:13][CH:12]=[C:11]2[C:6]=1[N:7]=[C:8]([NH:16][C:17]([CH3:20])([CH3:19])[CH3:18])[C:9]([CH3:15])=[N:10]2)=[O:4].[C:21]([O:25][C:26]([NH:28][C:29]1([C:32](=[O:39])[CH2:33][C:34]([O:36][CH2:37][CH3:38])=[O:35])[CH2:31][CH2:30]1)=[O:27])([CH3:24])([CH3:23])[CH3:22].C([O-])([O-])=O.[K+].[K+]>C1COCC1.CN(C=O)C.CCOC(C)=O>[C:21]([O:25][C:26]([NH:28][C:29]1([C:32]([CH:33]([CH2:2][C:3]([C:5]2[CH:14]=[CH:13][CH:12]=[C:11]3[C:6]=2[N:7]=[C:8]([NH:16][C:17]([CH3:20])([CH3:19])[CH3:18])[C:9]([CH3:15])=[N:10]3)=[O:4])[C:34]([O:36][CH2:37][CH3:38])=[O:35])=[O:39])[CH2:31][CH2:30]1)=[O:27])([CH3:24])([CH3:23])[CH3:22] |f:2.3.4|. Procedure details: At RT, a mixture of 2-bromo-1-(3-(tert-butylamino)-2-methylquinoxalin-5-yl)ethanone (606) (1.01 g, 3.00 mmol) and ethyl 3-(1-((tert-butoxycarbonyl)amino)cyclopropyl)-3-oxopropanoate (604) (0.978 g, 3.60 mmol) in 5 mL of THF and 5 mL of DMF was treated with K2CO3 (1.04 g, 7.51 mmol). After the reaction mixture was stirred at RT for 18 h, it was diluted with 100 mL of EtOAc and filtered. The filtrate was washed with sat. NH4Cl (2×15 mL) followed by brine (10 mL), and concentrated. The crude materi... Reactants: NC1=CC=C(OCCO)C=C1 (2-(4-aminophenoxy)-ethanol), C1(=CC=CC=C1)S(=O)(=O)N1C=C(C=2C1=NC=CC2)C2=NC(=NC=C2)Cl (1-benzenesulfonyl-3-(2-chloro-pyrimidin-4-yl)-1H-pyrrolo[2,3-b]pyridine). Product: N1C=C(C=2C1=NC=CC2)C2=NC(=NC=C2)NC2=CC=C(OCCO)C=C2 (2-{4-[4-(1H-Pyrrolo[2,3-b]pyridin-3-yl)-pyrimidin-2-ylamino]-phenoxy}-ethanol). Yield: 70.5%. Reaction SMILES: [NH2:1][C:2]1[CH:11]=[CH:10][C:5]([O:6][CH2:7][CH2:8][OH:9])=[CH:4][CH:3]=1.C1(S([N:21]2[C:25]3=[N:26][CH:27]=[CH:28][CH:29]=[C:24]3[C:23]([C:30]3[CH:35]=[CH:34][N:33]=[C:32](Cl)[N:31]=3)=[CH:22]2)(=O)=O)C=CC=CC=1>>[NH:21]1[C:25]2=[N:26][CH:27]=[CH:28][CH:29]=[C:24]2[C:23]([C:30]2[CH:35]=[CH:34][N:33]=[C:32]([NH:1][C:2]3[CH:3]=[CH:4][C:5]([O:6][CH2:7][CH2:8][OH:9])=[CH:10][CH:11]=3)[N:31]=2)=[CH:22]1. Reported procedure: Using the procedure of example 1, 2-(4-aminophenoxy)-ethanol (265 mg) was reacted with compound 1f (200 mg) to provide compound 4 (132 mg, 71%). 1H NMR (400 MHz, CD3OD) δ 8.85 (d, J=8.0 Hz, 1H), 8.25 (d, J=4.8 Hz, 1H), 8.23 (d, J=5.2 Hz, 1H), 8.22 (s, 1H), 7.54 (d, J=9.0 Hz, 2H), 7.18 (dd, J=8.0 Hz, 4.8 Hz, 1H), 7.16 (d, J=5.2 Hz, 1H), 6.98 (d, J=9.0 Hz, 2H). MS (ESI) m/z: 348 (M+H)+. Reactants: NC1=C(C=C(C(=C1)C)Br)O (2-amino-5-bromo-4-methylphenol), [Yb+3].FC(S(=O)(=O)[O-])(F)F.FC(S(=O)(=O)[O-])(F)F.FC(S(=O)(=O)[O-])(F)F (trifluoromethanesulfonic acid Ytterbium (III) salt), C(C)(OC)(OC)OC (trimethyl orthoacetate). The solvent is CCO (EtOH), CC(OCC)=O (EA). Run at temperature 90 celsius. Product: BrC1=CC2=C(N=C(O2)C)C=C1C (6-bromo-2,5-dimethylbenzoxazole). RXN SMILES: [NH2:1][C:2]1[CH:7]=[C:6]([CH3:8])[C:5]([Br:9])=[CH:4][C:3]=1[OH:10].[Yb+3].FC(F)(F)S([O-])(=O)=O.FC(F)(F)S([O-])(=O)=O.FC(F)(F)S([O-])(=O)=O.[C:36](OC)(OC)(OC)[CH3:37]>CCO.CC(=O)OCC>[Br:9][C:5]1[C:6]([CH3:8])=[CH:7][C:2]2[N:1]=[C:36]([CH3:37])[O:10][C:3]=2[CH:4]=1 |f:1.2.3.4|. Procedure details: A mixture of 2-amino-5-bromo-4-methylphenol (42) (290 mg), trifluoromethanesulfonic acid Ytterbium (III) salt (20 mg, 1% mol) and trimethyl orthoacetate (216 μl, 1.5 eq.) in 2 ml EtOH was heated at 90° C. for 2 h. After cooling down to r.t., the reaction mixture was taken up in EA, washed with aq. NaHCO3 and brine, dried over Na2SO4, concentrated to dryness. The resulting brown solid was dissolved in DCM and subjected to silica gel column purification using 0-60% B (A: hexane; B: 50% EA in hexan... Starting materials: O=C1CCC1, CC(=O)O[BH-](OC(C)=O)OC(C)=O, CCN(C(C)C)C(C)C, CC(=O)O, CO, ClCCCl, [Na+], Clc1ccc2c(c1)CNCc1nnc(C3CCC(c4nsc5ccccc45)CC3)n1-2. The product is Clc1ccc2c(c1)CN(C1CCC1)Cc1nnc(C3CCC(c4nsc5ccccc45)CC3)n1-2. RXN SMILES: [C:31]1(=[O:35])[CH2:32][CH2:33][CH2:34]1.[C:40]([O:41][BH-:42]([O:43][C:44](=[O:45])[CH3:46])[O:47][C:48](=[O:49])[CH3:50])(=[O:51])[CH3:52].[CH2:54]([N:55]([CH:56]([CH3:57])[CH3:58])[CH:59]([CH3:60])[CH3:61])[CH3:62].[CH3:36][C:37](=[O:38])[OH:39].[CH3:67][OH:68].[Cl:63][CH2:64][CH2:65][Cl:66].[Na+:53].[s:1]1[n:2][c:3]([CH:10]2[CH2:11][CH2:12][CH:13]([c:16]3[n:17][n:18][c:19]4[n:25]3-[c:24]3[c:23]([cH:29][c:28]([Cl:30])[cH:27][cH:26]3)[CH2:22][NH:21][CH2:20]4)[CH2:14][CH2:15]2)[c:4]2[c:5]1[cH:6][cH:7][cH:8][cH:9]2>>[s:1]1[n:2][c:3]([CH:10]2[CH2:11][CH2:12][CH:13]([c:16]3[n:17][n:18][c:19]4[n:25]3-[c:24]3[c:23]([cH:29][c:28]([Cl:30])[cH:27][cH:26]3)[CH2:22][N:21]([CH:31]3[CH2:32][CH2:33][CH2:34]3)[CH2:20]4)[CH2:14][CH2:15]2)[c:4]2[c:5]1[cH:6][cH:7][cH:8][cH:9]2. Starting materials: COC(=O)c1ccc(-c2nnc(C(C)SCCOc3ccccc3)o2)cc1, [Li+], [OH-]. Product: CC(SCCOc1ccccc1)c1nnc(-c2ccc(C(=O)O)cc2)o1. Reaction SMILES: [CH3:1][O:2][C:3]([c:4]1[cH:5][cH:6][c:7](-[c:10]2[o:11][c:12]([CH:15]([CH3:16])[S:17][CH2:18][CH2:19][O:20][c:21]3[cH:22][cH:23][cH:24][cH:25][cH:26]3)[n:13][n:14]2)[cH:8][cH:9]1)=[O:27].[Li+:28].[OH-:29]>>[O:2]=[C:3]([c:4]1[cH:5][cH:6][c:7](-[c:10]2[o:11][c:12]([CH:15]([CH3:16])[S:17][CH2:18][CH2:19][O:20][c:21]3[cH:22][cH:23][cH:24][cH:25][cH:26]3)[n:13][n:14]2)[cH:8][cH:9]1)[OH:27]. The reactants are NC=1N=C(C2=C(N1)N=CC(=C2)C=C(C)C2=CC=C(C=C2)C(=O)OC(C)(C)C)N (2,4-diamino-6-[2-(4-tert-butoxycarbonylphenyl)prop-1-enyl]pyrido[2,3-d]pyrimidine), Cl (hydrogen chloride). The solvent is saturated solution, [N+](=O)([O-])C (nitromethane). Run at temperature 0 celsius, time 1 hour. The product is NC=1N=C(C2=C(N1)N=CC(=C2)C=C(C)C2=CC=C(C=C2)C(=O)O)N (2,4-diamino-6-[2-(4-carboxyphenyl)prop-1-enyl]pyrido[2,3-d]pyrimidine). The yield is 100.0%. As a reaction SMILES: [NH2:1][C:2]1[N:3]=[C:4]([NH2:28])[C:5]2[CH:11]=[C:10]([CH:12]=[C:13]([C:15]3[CH:20]=[CH:19][C:18]([C:21]([O:23]C(C)(C)C)=[O:22])=[CH:17][CH:16]=3)[CH3:14])[CH:9]=[N:8][C:6]=2[N:7]=1.Cl>[N+](C)([O-])=O>[NH2:1][C:2]1[N:3]=[C:4]([NH2:28])[C:5]2[CH:11]=[C:10]([CH:12]=[C:13]([C:15]3[CH:20]=[CH:19][C:18]([C:21]([OH:23])=[O:22])=[CH:17][CH:16]=3)[CH3:14])[CH:9]=[N:8][C:6]=2[N:7]=1. Reported procedure: A suspension containing 4.58 g of 2,4-diamino-6-[2-(4-tert-butoxycarbonylphenyl)prop-1-enyl]pyrido[2,3-d]pyrimidine in 200 mL of a saturated solution of hydrogen chloride gas in nitromethane was stirred at 0° C. for 1 hour, and then at room temperature for 3 hours. After dilution with ether, the reaction mixture was filtered and the collected solid was washed successively with water, methanol, and acetone and then dried under reduced pressure to give 3.90 g (100%) of 2,4-diamino-6-[2-(4-carboxyp...